Dataset: the Open Reaction Database (ORD), a public repository of structured organic reaction records. Task: describe an organic reaction: reactants, conditions, products, and yield Reactants: ( 1 ), N1CCOCC1 (morpholine), [N+](=O)([O-])C1=CC=C(C(=O)N2CCOCC2)C=C1 (4-nitrobenzoylmorpholine), O (water), [N+](=O)([O-])C1=CC=C(C(=O)Cl)C=C1 (4-nitrobenzoyl chloride), nitro. Reagents/catalysts: [Pd] (Pd-C). Solvent: O1CCOCC1 (dioxane). The product is NC1=CC=C(C(=O)N2CCOCC2)C=C1 (4-aminobenzoylmorpholine). As a reaction SMILES: O.[N+](C1C=CC(C(Cl)=O)=CC=1)([O-])=O.N1CCOCC1.[N+:20]([C:23]1[CH:36]=[CH:35][C:26]([C:27]([N:29]2[CH2:34][CH2:33][O:32][CH2:31][CH2:30]2)=[O:28])=[CH:25][CH:24]=1)([O-])=O>O1CCOCC1.[Pd]>[NH2:20][C:23]1[CH:36]=[CH:35][C:26]([C:27]([N:29]2[CH2:34][CH2:33][O:32][CH2:31][CH2:30]2)=[O:28])=[CH:25][CH:24]=1. Procedure details: The above dyes can be prepared by a conventional method. For example, the dye (1) given in Table 1, which is a red water-soluble dye, can be prepared as follows: One mole of 4-nitrobenzoyl chloride is allowed to react with 2 moles of morpholine in dioxane at a temperature below room temperature, so that 4-nitrobenzoylmorpholine (m.p. 108° 109° C.) is obtained. The thus obtained nitro compound is reduced in the presence of a 5%Pd-C catalyst to produce 4-aminobenzoylmorpholine. This is subjected t... Starting materials: ice water, C(C)(=O)C1=CC=CC=C1 (acetophenone), ClCC(=O)OCC (ethyl chloroacetate), powder, [NH2-].[Na+] (sodium amide). Run in C1=CC=CC=C1 (benzene). The product is CCOC(=O)C1C(O1)(C)C2=CC=CC=C2 (ethyl 3-methyl-3-phenylglycidate). Yield: 63.1%. Reaction SMILES: [C:1]([C:4]1[CH:9]=[CH:8][CH:7]=[CH:6][CH:5]=1)(=[O:3])[CH3:2].Cl[CH2:11][C:12]([O:14][CH2:15][CH3:16])=[O:13].[NH2-].[Na+]>C1C=CC=CC=1>[CH3:16][CH2:15][O:14][C:12]([CH:11]1[O:3][C:1]1([C:4]1[CH:9]=[CH:8][CH:7]=[CH:6][CH:5]=1)[CH3:2])=[O:13] |f:2.3|. Procedure details: To a mixture of 120 g of acetophenone, 123 g of ethyl chloroacetate, and 200 ml of benzene was added 47.2 g of powder sodium amide over a period of 2 hours at 15° C. At the end of a 2-hour stirring at room temperature, the resulting red colored mixture was poured into 700 g of ice water. The organic phase was extracted with benzene, dried, and stripped of the solvent. The residue was fractionally distilled, yielding 130 g of ethyl 3-methyl-3-phenylglycidate having a boiling point of 107°-113° C.... Starting materials: C(C1=CC=C(C(=O)Cl)C=C1)(=O)Cl (terephthaloyl chloride), C(C1=CC=C(C(=O)Cl)C=C1)(=O)Cl (terephthaloyl chloride), C(C1=CC=C(C(=O)Cl)C=C1)(=O)Cl (terephthaloyl chloride), C(CCCS)S (1,4-butanedithiol). The product is C(CCCS)S.C(C1=CC=C(C(=O)Cl)C=C1)(=O)Cl (1,4-butanedithiol terephthaloyl chloride). Reaction conditions: time 3 minute. Solvent: C(C)N(CC)CC (triethylamine). Procedure: Next, the terephthaloyl chloride vapor in the condensing chamber 2 was adiabatically expanded, and the introduced base particles were exposed thereto for 3 minutes. Consequently, terephthaloyl chloride condensed on the surface of the base particles. A polymerization reaction, using as a catalyst triethylamine, took place between terephthaloyl chloride condensed on the surface of the base particles and 1,4-butanedithiol contained therein, forming a film of 1,4-butanedithiol-terephthaloyl chloride... Reaction SMILES: [C:1]([Cl:12])(=[O:11])[C:2]1[CH:10]=[CH:9][C:5]([C:6]([Cl:8])=[O:7])=[CH:4][CH:3]=1.[CH2:13]([SH:18])[CH2:14][CH2:15][CH2:16][SH:17]>C(N(CC)CC)C>[CH2:13]([SH:18])[CH2:14][CH2:15][CH2:16][SH:17].[C:6]([Cl:8])(=[O:7])[C:5]1[CH:9]=[CH:10][C:2]([C:1]([Cl:12])=[O:11])=[CH:3][CH:4]=1 |f:3.4|. Reactants: N1CCOCC1 (morpholine), Cl.CN(CCCN=C=NCC)C (1-(3-dimethylaminopropyl)-3-ethylcarbodiimide hydrochloride), ClC1=C2C(=NN=C1C1=CC=CC=C1)N(N=C2C2=CC=CC=C2)CC(=O)O (2-(4-chloro-3,5-diphenyl-1H-pyrazolo[3,4-c]pyridazin-1-yl)acetic acid). Solvent: CCOC(=O)C (EtOAc), CN(C)C=O (DMF). Conditions: time 18 hour. Yields the product ClC1=C2C(=NN=C1C1=CC=CC=C1)N(N=C2C2=CC=CC=C2)CC(=O)N2CCOCC2 (2-(4-chloro-3,5-diphenyl-1H-pyrazolo[3,4-c]pyridazin-1-yl)-1-morpholinoethanone). Isolated yield 28.8%. RXN SMILES: [Cl:1][C:2]1[C:7]([C:8]2[CH:13]=[CH:12][CH:11]=[CH:10][CH:9]=2)=[N:6][N:5]=[C:4]2[N:14]([CH2:23][C:24]([OH:26])=O)[N:15]=[C:16]([C:17]3[CH:22]=[CH:21][CH:20]=[CH:19][CH:18]=3)[C:3]=12.[NH:27]1[CH2:32][CH2:31][O:30][CH2:29][CH2:28]1.Cl.CN(C)CCCN=C=NCC>CN(C=O)C.CCOC(C)=O>[Cl:1][C:2]1[C:7]([C:8]2[CH:9]=[CH:10][CH:11]=[CH:12][CH:13]=2)=[N:6][N:5]=[C:4]2[N:14]([CH2:23][C:24]([N:27]3[CH2:32][CH2:31][O:30][CH2:29][CH2:28]3)=[O:26])[N:15]=[C:16]([C:17]3[CH:18]=[CH:19][CH:20]=[CH:21][CH:22]=3)[C:3]=12 |f:2.3|. Procedure details: To a suspension of 2-(4-chloro-3,5-diphenyl-1H-pyrazolo[3,4-c]pyridazin-1-yl)acetic acid (60 mg, 0.16 mmol) in DMF (1 mL) were added morpholine (17 mg, 0.20 mmol) and 1-(3-dimethylaminopropyl)-3-ethylcarbodiimide hydrochloride (EDC. HCl) (38 mg, 0.20 mmol). The solution obtained was stirred at room temperature for 18 h then diluted with EtOAc. The organic phase was washed with water and brine, dried (MgSO4) and concentrated in vacuo. The resultant residue was purified using chromatography (silic... The reactants are CS(=O)(=O)O, COc1cccc(OCC(C)(C)O)c1, CCCCCC, O. The product is COc1ccc2c(c1)OCC2(C)C. RXN SMILES: [CH3:16][S:17](=[O:18])(=[O:19])[OH:20].[CH3:1][O:2][c:3]1[cH:4][c:5]([O:6][CH2:7][C:8]([CH3:9])([OH:10])[CH3:11])[cH:12][cH:13][cH:14]1.[CH3:21][CH2:22][CH2:23][CH2:24][CH2:25][CH3:26].[OH2:15]>>[CH3:1][O:2][c:3]1[cH:4][c:5]2[c:12]([cH:13][cH:14]1)[C:8]([CH3:9])([CH3:11])[CH2:7][O:6]2.